Dataset: the Open Reaction Database (ORD), a public repository of structured organic reaction records. Task: describe an organic reaction: reactants, conditions, products, and yield Reactants: C(C)(C)(C)OC(N(C)CC1=CN(C(=C1)C=1C(=NC=CC1)F)S(=O)(=O)C=1C=NC=CC1)=O (tert-butyl{[5-(2-fluoropyridin-3-yl)-1-(pyridin-3-ylsulfonyl)-1H-pyrrol-3-yl]methyl}methylcarbamate), C(C)(=O)OCC.Cl (hydrogen chloride-ethyl acetate), C(C)(=O)OCC (ethyl acetate). Solvent: CO (methanol). Reaction conditions: time 5 hour. Product: C(\C=C\C(=O)O)(=O)O.FC1=NC=CC=C1C1=CC(=CN1S(=O)(=O)C=1C=NC=CC1)CNC (1-[5-(2-fluoropyridin-3-yl)-1-(pyridin-3-ylsulfonyl)-1H-pyrrol-3-yl]-N-methylmethanamine fumarate). Reaction SMILES: C(O[C:6](=O)[N:7]([CH2:9][C:10]1[CH:14]=[C:13]([C:15]2[C:16]([F:21])=[N:17][CH:18]=[CH:19][CH:20]=2)[N:12]([S:22]([C:25]2[CH:26]=[N:27][CH:28]=[CH:29][CH:30]=2)(=[O:24])=[O:23])[CH:11]=1)C)(C)(C)C.[C:32]([O:35]CC)(=[O:34])[CH3:33].Cl.[C:39]([O:42]CC)(=[O:41])[CH3:40]>CO>[C:39]([OH:42])(=[O:41])/[CH:40]=[CH:33]/[C:32]([OH:35])=[O:34].[F:21][C:16]1[C:15]([C:13]2[N:12]([S:22]([C:25]3[CH:26]=[N:27][CH:28]=[CH:29][CH:30]=3)(=[O:23])=[O:24])[CH:11]=[C:10]([CH2:9][NH:7][CH3:6])[CH:14]=2)=[CH:20][CH:19]=[CH:18][N:17]=1 |f:1.2,5.6|. Reported procedure: To a solution of tert-butyl{[5-(2-fluoropyridin-3-yl)-1-(pyridin-3-ylsulfonyl)-1H-pyrrol-3-yl]methyl}methylcarbamate (2.48 g) in ethyl acetate (10 mL) and methanol (10 mL) was added a 4 mol/L hydrogen chloride-ethyl acetate solution (20 mL) at room temperature. After stirring for 5 hr, the mixture was concentrated under reduced pressure. The residue was basified with a saturated aqueous sodium hydrogencarbonate solution and extracted with ethyl acetate. The extract was washed with saturated brin... Reactants: [N+](=O)([O-])C1=CC=C(C=C1)N=C=O (p-nitrophenyl isocyanate), C(CCCCCCCCCCCCCCCCC)S (n-octadecanethiol), N1=CC=CC=C1 (pyridine). Run in C(C)#N (acetonitrile). Run at time 10 minute. The product is [N+](=O)([O-])C1=CC=C(C=C1)NC(SCCCCCCCCCCCCCCCCCC)=O (S-n-octadecyl p-nitrophenylthiocarbamate). Yield: 99.1%. Reaction SMILES: [CH2:1]([SH:19])[CH2:2][CH2:3][CH2:4][CH2:5][CH2:6][CH2:7][CH2:8][CH2:9][CH2:10][CH2:11][CH2:12][CH2:13][CH2:14][CH2:15][CH2:16][CH2:17][CH3:18].[N+:20]([C:23]1[CH:28]=[CH:27][C:26]([N:29]=[C:30]=[O:31])=[CH:25][CH:24]=1)([O-:22])=[O:21].N1C=CC=CC=1>C(#N)C>[N+:20]([C:23]1[CH:24]=[CH:25][C:26]([NH:29][C:30](=[O:31])[S:19][CH2:1][CH2:2][CH2:3][CH2:4][CH2:5][CH2:6][CH2:7][CH2:8][CH2:9][CH2:10][CH2:11][CH2:12][CH2:13][CH2:14][CH2:15][CH2:16][CH2:17][CH3:18])=[CH:27][CH:28]=1)([O-:22])=[O:21]. Procedure details: In a three necked flask equipped with a dropping funnel, a thermometer and reflux condenser, n-octadecanethiol (183 g) was dissolved in acetonitrile (1000 ml) in a nitrogen atmosphere. To the solution, p-nitrophenyl isocyanate (100 g) was gradually added and then pyridine (4 ml) was added dropwise, the mixture was stirred at room temperature for 10 minutes and then refluxed for 30 minutes. The reaction mixture was cooled to room temperature to allow crystals to precipitate. The crystals were col... The product is Cl.C1=CC=CC=2C(C3=C(CCC21)C=CC=C3)=CCCN3CCN(CC3)C3=NC=CC=C3C(=O)O (2-(4-(3-(10,11-Dihydro-5H-dibenzo[a,d]cyclohepten-5-ylidene)-1-propyl)-1-piperazinyl)-3-pyridine-carboxylic acid hydrochloride). The reactants are Cl (hydrochloric acid), C(C)OC(=O)C=1C(=NC=CC1)N1CCN(CC1)CCC=C1C2=C(CCC3=C1C=CC=C3)C=CC=C2 (2-(4-(3-(10,11-dihydro-5H-dibenzo[a,d]cyclohepten-5-ylidene)-1-propyl)-1-piperazinyl)-3-pyridinecarboxylic acid ethyl ester), [OH-].[Na+] (sodium hydroxide), ClCCl (dichloromethane). Run at time 16 hour. Reaction SMILES: C([O:3][C:4]([C:6]1[C:7]([N:12]2[CH2:17][CH2:16][N:15]([CH2:18][CH2:19][CH:20]=[C:21]3[C:27]4[CH:28]=[CH:29][CH:30]=[CH:31][C:26]=4[CH2:25][CH2:24][C:23]4[CH:32]=[CH:33][CH:34]=[CH:35][C:22]3=4)[CH2:14][CH2:13]2)=[N:8][CH:9]=[CH:10][CH:11]=1)=[O:5])C.[OH-].[Na+].[Cl:38]CCl.Cl>C(O)C>[ClH:38].[CH:32]1[C:23]2[CH2:24][CH2:25][C:26]3[CH:31]=[CH:30][CH:29]=[CH:28][C:27]=3[C:21](=[CH:20][CH2:19][CH2:18][N:15]3[CH2:14][CH2:13][N:12]([C:7]4[C:6]([C:4]([OH:5])=[O:3])=[CH:11][CH:10]=[CH:9][N:8]=4)[CH2:17][CH2:16]3)[C:22]=2[CH:35]=[CH:34][CH:33]=1 |f:1.2,6.7|. Yield: 70.0%. Reported procedure: A mixture of the above ester (2.1 g, 4.5 mmol) and 20% sodium hydroxide (3.0 ml) in ethanol (21 ml) was stirred at room temperature for 16 h. The solution was poured into dichloromethane (250 ml) and acidified with 2 N hydrochloric acid. The organic phase was washed with water (10 ml), dried (MgSO4) and the solvent evaporated in vacuo. The foamy residue was stripped with acetone and crystallized from acetone, affording 1.5 g (70%) of the title compound. The solvent is C(C)O (ethanol). Reactants: IC(C)C (2-iodopropane), COC1(CC(CC1)C(=O)OC(C)(C)C)OC (tert-butyl 3,3-dimethoxycyclopentanecarboxylate), [Li+].CC(C)[N-]C(C)C (LDA). The solvent is C1CCOC1 (THF), C1CCOC1 (THF), CCOCC (ether). Conditions: temperature -78 celsius, time 30 minute. Yields the product C(C)(C)C1(CC(CC1)(OC)OC)C(=O)OC(C)(C)C (tert-butyl 1-isopropyl-3,3-dimethoxycyclopentanecarboxylate). RXN SMILES: [Li+].[CH3:2][CH:3]([N-]C(C)C)[CH3:4].[CH3:9][O:10][C:11]1([O:23][CH3:24])[CH2:15][CH2:14][CH:13]([C:16]([O:18][C:19]([CH3:22])([CH3:21])[CH3:20])=[O:17])[CH2:12]1.IC(C)C>C1COCC1.CCOCC>[CH:3]([C:13]1([C:16]([O:18][C:19]([CH3:20])([CH3:21])[CH3:22])=[O:17])[CH2:14][CH2:15][C:11]([O:23][CH3:24])([O:10][CH3:9])[CH2:12]1)([CH3:4])[CH3:2] |f:0.1|. Reported procedure: To a cooled (−78° C.) solution of LDA (1.5M in cyclohexane, 41 mL, 61 mmol) in THF (150 mL) was added dropwise over 10 min tert-butyl 3,3-dimethoxycyclopentanecarboxylate (9.37 g, 40.7 mmol) in 25 mL of THF. The resulting mixture was stirred at −78° C. for 30 min, then was treated dropwise with 2-iodopropane (16.3 mL, 163 mmol). After stirring for an additional 10 min, the reaction mixture was permitted to warm to rt. After stirring overnight, the reaction mixture was diluted with ether and wash...